From a dataset of the Open Reaction Database (ORD), a public repository of structured organic reaction records. describe an organic reaction: reactants, conditions, products, and yield Reactants: C(C)OC(=O)C1(CCNCC1)CCOC (4-(2-methoxy-ethyl)-piperidine-4-carboxylic acid ethyl ester), CC(CC(=O)Cl)(C)C (3,3-dimethyl-butyryl chloride), C(CC)C1=CC=C(N)C=C1 (4-propyl-aniline). Yields the product CC(CC(=O)N1CCC2(CCN(C2=O)C2=CC=C(C=C2)CCC)CC1)(C)C (8-(3,3-Dimethyl-butyryl)-2-(4-propyl-phenyl)-2,8-diaza-spiro[4.5]decan-1-one). Reaction SMILES: C(O[C:4]([C:6]1([CH2:12][CH2:13]OC)[CH2:11][CH2:10][NH:9][CH2:8][CH2:7]1)=[O:5])C.[CH3:16][C:17]([CH3:23])([CH3:22])[CH2:18][C:19](Cl)=[O:20].[CH2:24]([C:27]1[CH:33]=[CH:32][C:30]([NH2:31])=[CH:29][CH:28]=1)[CH2:25][CH3:26]>>[CH3:16][C:17]([CH3:23])([CH3:22])[CH2:18][C:19]([N:9]1[CH2:8][CH2:7][C:6]2([C:4](=[O:5])[N:31]([C:30]3[CH:32]=[CH:33][C:27]([CH2:24][CH2:25][CH3:26])=[CH:28][CH:29]=3)[CH2:13][CH2:12]2)[CH2:11][CH2:10]1)=[O:20]. Reported procedure: Off-white solid. MS (ESI): 371.26 (MH+). This example was prepared in analogy to example 7 step A) to B) from 4-(2-methoxy-ethyl)-piperidine-4-carboxylic acid ethyl ester (example 1 step B)), 3,3-dimethyl-butyryl chloride and 4-propyl-aniline. The reactants are CCC(=O)Cl, CCN(C(C)C)C(C)C, ClCCl, Cl, NC1CSc2sccc2C1. Product: CCC(=O)NC1CSc2sccc2C1. RXN SMILES: [C:21]([CH2:22][CH3:23])(=[O:24])[Cl:25].[CH2:12]([N:13]([CH:14]([CH3:15])[CH3:16])[CH:17]([CH3:18])[CH3:19])[CH3:20].[CH2:26]([Cl:27])[Cl:28].[ClH:1].[s:2]1[cH:3][cH:4][c:5]2[c:6]1[S:7][CH2:8][CH:9]([NH2:11])[CH2:10]2>>[s:2]1[cH:3][cH:4][c:5]2[c:6]1[S:7][CH2:8][CH:9]([NH:11][C:21]([CH2:22][CH3:23])=[O:24])[CH2:10]2. The reactants are COC1=CC=C(C=C1)C(C(Cl)C1=CC=C(C=C1)OC)=O (1,2-bis(4-methoxyphenyl)-2-chloroethanone), C(C)(=O)NCC(N)=S (2-(acetylamino)ethanethioamide). The solvent is C(C)O (ethanol). Yields the product C(C)(=O)NCC=1SC(=C(N1)C1=CC=C(C=C1)OC)C1=CC=C(C=C1)OC (2-acetylaminomethyl-4,5-bis(4-methoxyphenyl)thiazole). The yield is 33.2%. RXN SMILES: [CH3:1][O:2][C:3]1[CH:8]=[CH:7][C:6]([C:9](=O)[CH:10]([C:12]2[CH:17]=[CH:16][C:15]([O:18][CH3:19])=[CH:14][CH:13]=2)Cl)=[CH:5][CH:4]=1.[C:21]([NH:24][CH2:25][C:26](=[S:28])[NH2:27])(=[O:23])[CH3:22]>C(O)C>[C:21]([NH:24][CH2:25][C:26]1[S:28][C:10]([C:12]2[CH:17]=[CH:16][C:15]([O:18][CH3:19])=[CH:14][CH:13]=2)=[C:9]([C:6]2[CH:7]=[CH:8][C:3]([O:2][CH3:1])=[CH:4][CH:5]=2)[N:27]=1)(=[O:23])[CH3:22]. Procedure details: A mixture of 1,2-bis(4-methoxyphenyl)-2-chloroethanone (5.99 g) and 2-(acetylamino)ethanethioamide (3.00 g) in ethanol (30 ml) was refluxed for 2 hours. After allowing to cool to room temperature, the solvent was evaporated in vacuo, and the residue was dissolved in chloroform (200 ml) and aqueous solution of sodium hydrogencarbonate (200 ml). The separated organic layer was washed with water and brine, dried over magnesium sulfate and treated with activated charcoal. After filtration, the filtr... Reactants: CCI, CN(C)C=O, O=c1c2c([nH]n1-c1ccccc1)CCCC2. The product is CCn1c2c(c(=O)n1-c1ccccc1)CCCC2. As a reaction SMILES: [I:17][CH2:18][CH3:19].[O:20]=[CH:21][N:22]([CH3:23])[CH3:24].[c:1]1(-[n:7]2[nH:8][c:9]3[c:14]([c:15]2=[O:16])[CH2:13][CH2:12][CH2:11][CH2:10]3)[cH:2][cH:3][cH:4][cH:5][cH:6]1>>[c:1]1(-[n:7]2[n:8]([CH2:18][CH3:19])[c:9]3[c:14]([c:15]2=[O:16])[CH2:13][CH2:12][CH2:11][CH2:10]3)[cH:2][cH:3][cH:4][cH:5][cH:6]1. Starting materials: C(C1=CC=CC=C1)N1CC2=CC=C(C=C2C1)NC(C)=O (2-benzyl-5-acetamidoisoindoline), [H-].[Al+3].[Li+].[H-].[H-].[H-] (lithium aluminum hydride), CCOCC (ether), O (water). Run in O1CCCC1 (tetrahydrofuran), O1CCCC1 (tetrahydrofuran). Yields the product C(C1=CC=CC=C1)N1CC2=CC=C(C=C2C1)NCC (2-benzyl-5-ethylaminoisoindoline). As a reaction SMILES: [CH2:1]([N:8]1[CH2:16][C:15]2[C:10](=[CH:11][CH:12]=[C:13]([NH:17][C:18](=O)[CH3:19])[CH:14]=2)[CH2:9]1)[C:2]1[CH:7]=[CH:6][CH:5]=[CH:4][CH:3]=1.[H-].[Al+3].[Li+].[H-].[H-].[H-].CCOCC.O>O1CCCC1>[CH2:1]([N:8]1[CH2:16][C:15]2[C:10](=[CH:11][CH:12]=[C:13]([NH:17][CH2:18][CH3:19])[CH:14]=2)[CH2:9]1)[C:2]1[CH:3]=[CH:4][CH:5]=[CH:6][CH:7]=1 |f:1.2.3.4.5.6|. Procedure: 2-benzyl-5-acetamidoisoindoline prepared above was dissolved in 30 ml of anhydrous tetrahydrofuran and to the solution was dropwise added 600 mg of lithium aluminum hydride dissolved in 10 ml of tetrahydrofuran over 10 minutes. After the mixture was refluxed for 2 hours, ether saturated with water was added to it. The resulting precipitatess were removed by filtration and the filtrate was concentrated. The residue was purified by column chromatography on silica gel (chloroform/methanol =25/1) to... Reactants: C1(=CC=CC2=CC=CC=C12)C#CC (1-(1-naphthyl)-1-propyne). Reagents/catalysts: [Pd].CC(=O)[O-].CC(=O)[O-].[Pb+2] (Lindlar's catalyst). Solvent: C1CCOC1 (THF). Yields the product C1(=CC=CC2=CC=CC=C12)C#CC (1-(1-Naphthyl)-1-propyne), C1(=CC=CC2=CC=CC=C12)\C=C/C ((Z)-1-(1-naphthyl)-propene). Isolated yield 2000.0%. RXN SMILES: [C:1]1([C:11]#[C:12][CH3:13])[C:10]2[C:5](=[CH:6][CH:7]=[CH:8][CH:9]=2)[CH:4]=[CH:3][CH:2]=1>C1COCC1.[Pd].CC([O-])=O.CC([O-])=O.[Pb+2]>[C:1]1([C:11]#[C:12][CH3:13])[C:10]2[C:5](=[CH:6][CH:7]=[CH:8][CH:9]=2)[CH:4]=[CH:3][CH:2]=1.[C:1]1(/[CH:11]=[CH:12]\[CH3:13])[C:10]2[C:5](=[CH:6][CH:7]=[CH:8][CH:9]=2)[CH:4]=[CH:3][CH:2]=1 |f:2.3.4.5|. Procedure details: 1-(1-Naphthyl)-1-propyne was prepared by literature procedures (H. Kouzai, et al, Bull. Chem. Soc. Jpn., (1995), 398.). The 1-(1-naphthyl)-1-propyne (10.8 g, 0.065 mol) was dissolved in THF, Lindlar's catalyst was added, and the solution was placed under a hydrogen atmosphere. After the reduction was complete, the solvent was removed and replaced with ether. The ether solution was filtered though a plug of silica, and the solvent removed to give the (Z)-1-(1-naphthyl)-propene (11.01 g, 0.65 mol)... Starting materials: CN1C=C(C=N1)C2=C(N=C(C=C2)N)OC, CC1=CC(=NC=C1)C2CN(CC3=C(O2)N=C(C=C3)Cl)C. Reagents/catalysts: CC(C)(C)[O-].[Na+], C1=CC=C(C=C1)P(C2=CC=CC=C2)C3=C(C4=CC=CC=C4C=C3)C5=C(C=CC6=CC=CC=C65)P(C7=CC=CC=C7)C8=CC=CC=C8, C1=CC=C(C=C1)/C=C/C(=O)/C=C/C2=CC=CC=C2.C1=CC=C(C=C1)/C=C/C(=O)/C=C/C2=CC=CC=C2.C1=CC=C(C=C1)/C=C/C(=O)/C=C/C2=CC=CC=C2.[Pd].[Pd]. Solvent: CC1=CC=CC=C1. Conditions: temperature 100 celsius. The product is CC1=CC(=NC=C1)C2CN(CC3=C(O2)N=C(C=C3)NC4=NC(=C(C=C4)C5=CN(N=C5)C)OC)C. Isolated yield 43.1%. Reported procedure: 6-methoxy-5-(1-methyl-1H-pyrazol-4-yl)pyridin-2-amine (66.3 mg, 0.32 mmol), 8-chloro-4-methyl-2-(4-methylpyridin-2-yl)-2,3,4,5-tetrahydropyrido[3,2-f][1,4]oxazepine (94 mg, 0.32 mmol), Sodium tert-butoxide (46.8 mg, 0.49 mmol), rac-2,2'-Bis(diphenylphosphino)-1,1'-binaphthyl (20.20 mg, 0.03 mmol) and Tris(dibenzylideneacetone)dipalladium(0) (14.85 mg, 0.02 mmol) were added to a microwave vial then toluene (2 mL) was added. The reaction mixture was flushed with nitrogen and the mixture was heated... Starting materials: N1=CC=C(C=C1)N1CCC(CC1)CNC(OC(C)(C)C)=O (tert-butyl (1-(pyridin-4-yl)piperidin-4-yl)methylcarbamate), [H-].[H-].[H-].[H-].[Li+].[Al+3] (LAH), O.C1CCOC1 (H2O THF), [OH-].[Na+] (NaOH). Solvent: C1CCOC1 (THF), C1CCOC1 (THF), C1CCOC1 (THF). Run at time 1 hour. The product is CNCC1CCN(CC1)C1=CC=NC=C1 (N-Methyl-1-(1-(pyridin-4-yl)piperidin-4-yl)methanamine). As a reaction SMILES: [N:1]1[CH:6]=[CH:5][C:4]([N:7]2[CH2:12][CH2:11][CH:10]([CH2:13][NH:14][C:15](=O)OC(C)(C)C)[CH2:9][CH2:8]2)=[CH:3][CH:2]=1.[H-].[H-].[H-].[H-].[Li+].[Al+3].O.C1COCC1.[OH-].[Na+]>C1COCC1>[CH3:15][NH:14][CH2:13][CH:10]1[CH2:11][CH2:12][N:7]([C:4]2[CH:5]=[CH:6][N:1]=[CH:2][CH:3]=2)[CH2:8][CH2:9]1 |f:1.2.3.4.5.6,7.8,9.10|. Procedure details: A solution of tert-butyl (1-(pyridin-4-yl)piperidin-4-yl)methylcarbamate (180 mg, 0.618 mmol, 1 eq) in THF (4 ml) was added dropwise at 0° C. to a suspension of LAH (188 mg, 4.94 mmol, 8 eq) in THF (4 ml) and heated for 16 h at boiling temperature. The reaction mixture was hydrolyzed with H2O:THF (9:1, 2 ml) and 10% NaOH solution (0.4 ml) at 0° C., diluted with THF (25 ml) and stirred for 1 h at RT. The reaction mixture was filtered over Celite and the filtrate was concentrated under reduced pre...